Task: describe an organic reaction: reactants, conditions, products, and yield. Dataset: the Open Reaction Database (ORD), a public repository of structured organic reaction records RXN SMILES: [C:1]([CH3:2])([CH3:3])([CH3:4])[O:5][C:6](=[O:7])[N:8]1[CH2:9][CH2:10][CH:11]([CH2:14][OH:15])[CH2:12][CH2:13]1.[CH2:18]([Cl:19])[Cl:20].[Na+:17].[OH-:16]>>[C:1]([CH3:2])([CH3:3])([CH3:4])[O:5][C:6](=[O:7])[N:8]1[CH2:9][CH2:10][CH:11]([CH:14]=[O:15])[CH2:12][CH2:13]1. The product is CC(C)(C)OC(=O)N1CCC(C=O)CC1. Starting materials: CC(C)(C)OC(=O)N1CCC(CO)CC1, ClCCl, [Na+], [OH-]. Reactants: CCCCCCCCCCCCCCCC(=O)Cl, O=c1c(-c2ccc(Cl)cc2)c2c(cn1CO)Sc1ccccc1N2, c1ccncc1. Yields the product CCCCCCCCCCCCCCCC(=O)OCn1cc2c(c(-c3ccc(Cl)cc3)c1=O)Nc1ccccc1S2. Reaction SMILES: [C:25]([CH2:26][CH2:27][CH2:28][CH2:29][CH2:30][CH2:31][CH2:32][CH2:33][CH2:34][CH2:35][CH2:36][CH2:37][CH2:38][CH2:39][CH3:40])(=[O:41])[Cl:42].[Cl:1][c:2]1[cH:3][cH:4][c:5](-[c:8]2[c:9](=[O:24])[n:10]([CH2:22][OH:23])[cH:11][c:12]3[c:17]2[NH:16][c:15]2[c:14]([cH:21][cH:20][cH:19][cH:18]2)[S:13]3)[cH:6][cH:7]1.[cH:43]1[cH:44][cH:45][n:46][cH:47][cH:48]1>>[Cl:1][c:2]1[cH:3][cH:4][c:5](-[c:8]2[c:9](=[O:24])[n:10]([CH2:22][O:23][C:25]([CH2:26][CH2:27][CH2:28][CH2:29][CH2:30][CH2:31][CH2:32][CH2:33][CH2:34][CH2:35][CH2:36][CH2:37][CH2:38][CH2:39][CH3:40])=[O:41])[cH:11][c:12]3[c:17]2[NH:16][c:15]2[c:14]([cH:21][cH:20][cH:19][cH:18]2)[S:13]3)[cH:6][cH:7]1. The reactants are C(=O)(OCC)CCCC1C(CCC1)=O (2-(3-carbethoxypropyl)cyclopentan-1-one), C(C)(=O)OC(C)=O (acetic anhydride), C1(=CC=C(C=C1)S(=O)(=O)O)C (p-toluenesulfonic acid). Yields the product C(C)(=O)OC1=C(CCC1)CCCC(=O)OCC (1-acetoxy-2-(3-carbethoxypropyl)cyclopent-1-ene). Reaction SMILES: [C:1]([CH2:6][CH2:7][CH2:8][CH:9]1[CH2:13][CH2:12][CH2:11][C:10]1=[O:14])([O:3][CH2:4][CH3:5])=[O:2].[C:15](OC(=O)C)(=[O:17])[CH3:16].C1(C)C=CC(S(O)(=O)=O)=CC=1>>[C:15]([O:14][C:10]1[CH2:11][CH2:12][CH2:13][C:9]=1[CH2:8][CH2:7][CH2:6][C:1]([O:3][CH2:4][CH3:5])=[O:2])(=[O:17])[CH3:16]. Procedure: In the manner described in Example 10, treatment of 2-(3-carbethoxypropyl)cyclopentan-1-one (Example 6) with acetic anhydride and p-toluenesulfonic acid mohohydrate gives a yellow oil, b.p. 98°-103° C. (0.35 mm). The reactants are C(C1CO1)OC1=C(C(=CC=C1)Cl)C#N (3-chloro-2-cyanophenyl glycidyl ether), CC(CC1=CC=C(C=C1)OC)(C)N (1,1-dimethyl-(4-methoxyphenyl)ethylamine). The product is Cl.OC(CNC(CC1=CC=C(C=C1)OC)(C)C)COC1=C(C(=CC=C1)Cl)C#N (N-[2-Hydroxy-3-(3-chloro-2-cyanophenoxy)propyl]-1,1-dimethyl-2-(4-methoxyphenyl)ethylamine Hydrochloride). Yield: 143.2%. As a reaction SMILES: [CH2:1]([O:5][C:6]1[CH:11]=[CH:10][CH:9]=[C:8]([Cl:12])[C:7]=1[C:13]#[N:14])[CH:2]1[O:4][CH2:3]1.[CH3:15][C:16]([NH2:27])([CH3:26])[CH2:17][C:18]1[CH:23]=[CH:22][C:21]([O:24][CH3:25])=[CH:20][CH:19]=1>>[ClH:12].[OH:4][CH:2]([CH2:1][O:5][C:6]1[CH:11]=[CH:10][CH:9]=[C:8]([Cl:12])[C:7]=1[C:13]#[N:14])[CH2:3][NH:27][C:16]([CH3:26])([CH3:15])[CH2:17][C:18]1[CH:23]=[CH:22][C:21]([O:24][CH3:25])=[CH:20][CH:19]=1 |f:2.3|. Procedure: Using the method of Example 6, supra, 3-chloro-2-cyanophenyl glycidyl ether (0.093 g, 0.44 mmol) and 1,1-dimethyl-(4-methoxyphenyl)ethylamine (0.095 g, 0.53 mmol) were used to prepare 134 mg of the title compound as a white solid: 1H-NMR (CDCl3) δ 9.68 (1H, br s), 8.2 (1H, br s), 7.4 (1H, t), 7.15 (2H, d), 7.03 (1H, d), 6.95 (1H, d), 6.8 (2H, d), 5.7 (1H, br s), 4.8 (1H, m), 4.3 (2H, d), 3.75 (3H, s), 3.4 (2H, m), 3.13 (2H, dd), 1.44 (3H, s), 1.40 (3H, s) Starting materials: NC=1C=C(C(=O)NC2=CC=C(C=C2)F)C=CC1OC (3-Amino-4-methoxy-N-(4-fluorophenyl)-benzamide), ClC=1C=C(C=C(C1)Cl)N=C=S (3,5-dichlorophenyl isothiocyanate). Yields the product ClC=1C=C(C=C(C1)Cl)NC(NC=1C=C(C(=O)NC2=CC=C(C=C2)F)C=CC1OC)=S (3-[3-(3,5-Dichlorophenyl)-thioureido]-N-(4-fluorophenyl)-4-methoxy-benzamide). The yield is 76.5%. As a reaction SMILES: [NH2:1][C:2]1[CH:3]=[C:4]([CH:15]=[CH:16][C:17]=1[O:18][CH3:19])[C:5]([NH:7][C:8]1[CH:13]=[CH:12][C:11]([F:14])=[CH:10][CH:9]=1)=[O:6].[Cl:20][C:21]1[CH:22]=[C:23]([N:28]=[C:29]=[S:30])[CH:24]=[C:25]([Cl:27])[CH:26]=1>>[Cl:20][C:21]1[CH:22]=[C:23]([NH:28][C:29](=[S:30])[NH:1][C:2]2[CH:3]=[C:4]([CH:15]=[CH:16][C:17]=2[O:18][CH3:19])[C:5]([NH:7][C:8]2[CH:9]=[CH:10][C:11]([F:14])=[CH:12][CH:13]=2)=[O:6])[CH:24]=[C:25]([Cl:27])[CH:26]=1. Reported procedure: Prepared according to the procedure described for Example 60 using 3-amino-N-(4-fluorophenyl)-4-methoxy-benzamide from Example 8 (0.520 g, 2.00 mmol) and 3,5-dichlorophenyl isothiocyanate (0.409 g, 2.00 mmol). Filtration afforded the product (0.71 g) in two crops; m.p. 175-178° C.